This data is from the Open Reaction Database (ORD), a public repository of structured organic reaction records. The task is: describe an organic reaction: reactants, conditions, products, and yield Starting materials: ClC1=C(C(=O)O)C=C(C(=C1O)O)Cl (2,5-Dichloro-3,4-dihydroxybenzoic acid), C(=O)([O-])[O-].[K+].[K+] (K2CO3), C(C=C)Br (allyl bromide). Solvent: CN(C)C=O (DMF). Conditions: time 8 hour. The product is ClC1=C(C(=O)OCC=C)C=C(C(=C1OCC=C)OCC=C)Cl (allyl 2,5-dichloro-3,4-diallyloxybenzoate). Reaction SMILES: [Cl:1][C:2]1[C:10]([OH:11])=[C:9]([OH:12])[C:8]([Cl:13])=[CH:7][C:3]=1[C:4]([OH:6])=[O:5].C([O-])([O-])=O.[K+].[K+].[CH2:20](Br)[CH:21]=[CH2:22]>CN(C=O)C>[Cl:1][C:2]1[C:10]([O:11][CH2:10][CH:2]=[CH2:3])=[C:9]([O:12][CH2:9][CH:8]=[CH2:7])[C:8]([Cl:13])=[CH:7][C:3]=1[C:4]([O:6][CH2:20][CH:21]=[CH2:22])=[O:5] |f:1.2.3|. Procedure details: 2,5-Dichloro-3,4-dihydroxybenzoic acid (10.7 g, see J. Antibiotics, 1987, 40, 22) and K2CO3 (33.1 g) were suspended in DMF (150 ml), and treated with allyl bromide (14.7 ml). After stirring overnight, the mixture was filtered, diluted with ethyl acetate, washed with sodium bicarbonate, dried (MgSO4), filtered and evaporated to give allyl 2,5-dichloro-3,4-diallyloxybenzoate (14.7 g): NMR (CDCl3) 4.55-4.65 (m, 4H); 4.82 (m, 2H); 5.24-5.50 (m, 6H); 5.94-6.22 (m, 3H); 7.70 (s, 1H). Starting materials: C(C)(C)(C)OC(NC1=NC=C(C=C1C=C)CO)=O ((5-hydroxymethyl-3-vinyl-pyridin-2-yl)carbamic acid tert-butyl ester), C(Cl)Cl (CH2Cl2), C(Br)(Br)(Br)Br (carbontetrabromide), C1(=CC=CC=C1)P(C1=CC=CC=C1)C1=CC=CC=C1 (triphenylphosphine). The solvent is C1CCOC1 (THF). Reaction conditions: time 1 hour. The product is C(C)(C)(C)OC(NC1=NC=C(C=C1Cl)CBr)=O ((5-bromomethyl-3-chloro-pyridin-2-yl)-carbamic acid tert-butyl ester). Yield: 36.0%. As a reaction SMILES: [C:1]([O:5][C:6](=[O:18])[NH:7][C:8]1[C:13](C=C)=[CH:12][C:11](CO)=[CH:10][N:9]=1)([CH3:4])([CH3:3])[CH3:2].C1(P(C2C=CC=CC=2)C2C=CC=CC=2)C=CC=CC=1.[C:38]([Br:42])(Br)(Br)Br.C(Cl)[Cl:44]>C1COCC1>[C:1]([O:5][C:6](=[O:18])[NH:7][C:8]1[C:13]([Cl:44])=[CH:12][C:11]([CH2:38][Br:42])=[CH:10][N:9]=1)([CH3:4])([CH3:3])[CH3:2]. Reported procedure: To a stirred suspension of (5-hydroxymethyl-3-vinyl-pyridin-2-yl)carbamic acid tert-butyl ester (10.0 g, 40.0 mmol) in CH2Cl2 (150 ml) and THF (60 ml) was added triphenylphosphine (11.5 g, 44.0 mmol) followed by carbontetrabromide (19.9 g, 60.0 mmol) at 0° C. The mixture was stirred at room temperature for 1 h and then concentrated under reduced pressure. Acetonitrile (100 ml) was added and the mixture was kept at −20° C. overnight. The mixture was then filtered and the crystalline residue washe... Reactants: COC1=C(CN2C(NC3=C(C2=O)C=C(S3)CC)=O)C=CC(=C1)OC (3-(2,4-dimethoxybenzyl)-6-ethylthieno[2,3-d]pyrimidine-2,4(1H,3H)-dione), FC=1C=C(C=C(C1CO)F)C=1C(=CC=CC1)C#N (3′,5′-difluoro-4′-(hydroxymethyl)biphenyl-2-carbonitrile), N(=NC(=O)N1CCCCC1)C(=O)N1CCCCC1 (1,1′-(azodicarbonyl)dipiperidine), C(CCC)P(CCCC)CCCC (tributylphosphine). The solvent is O1CCCC1 (tetrahydrofuran), C(C)(=O)OCC (ethyl acetate). Run at time 8 hour. Yields the product C(C)C1=CC2=C(N(C(NC2=O)=O)CC2=C(C=C(C=C2F)C=2C(=CC=CC2)C#N)F)S1 (4′-[(6-ethyl-2,4-dioxo-3,4-dihydrothieno[2,3-d]pyrimidin-1(2H)-yl)methyl]-3′,5′-difluorobiphenyl-2-carbonitrile). Isolated yield 61.4%. As a reaction SMILES: COC1C=C(OC)C=CC=1C[N:6]1[C:11](=[O:12])[C:10]2[CH:13]=[C:14]([CH2:16][CH3:17])[S:15][C:9]=2[NH:8][C:7]1=[O:18].[F:25][C:26]1[CH:27]=[C:28]([C:35]2[C:36]([C:41]#[N:42])=[CH:37][CH:38]=[CH:39][CH:40]=2)[CH:29]=[C:30]([F:34])[C:31]=1[CH2:32]O.N(C(N1CCCCC1)=O)=NC(N1CCCCC1)=O.C(P(CCCC)CCCC)CCC>C(OCC)(=O)C.O1CCCC1>[CH2:16]([C:14]1[S:15][C:9]2[N:8]([CH2:32][C:31]3[C:26]([F:25])=[CH:27][C:28]([C:35]4[C:36]([C:41]#[N:42])=[CH:37][CH:38]=[CH:39][CH:40]=4)=[CH:29][C:30]=3[F:34])[C:7](=[O:18])[NH:6][C:11](=[O:12])[C:10]=2[CH:13]=1)[CH3:17]. Procedure details: A mixture of 3-(2,4-dimethoxybenzyl)-6-ethylthieno[2,3-d]pyrimidine-2,4(1H,3H)-dione (2 g), 3′,5′-difluoro-4′-(hydroxymethyl)biphenyl-2-carbonitrile (1.6 g), 1,1′-(azodicarbonyl)dipiperidine (2.2 g), tributylphosphine (2.2 mL) and tetrahydrofuran (4 mL) was stirred at room temperature overnight. The reaction mixture was diluted with ethyl acetate, washed successively with 5% aqueous potassium hydrogensulfate solution and saturated brine, and dried over anhydrous magnesium sulfate. The solvent wa... Reactants: Brc1cc2c(cc1Br)OCO2, [K+], [K+], O=C([O-])[O-], C1COCCO1, Nc1ncnc2nc(S)[nH]c12. Product: Nc1ncnc2[nH]c(Sc3cc4c(cc3Br)OCO4)nc12. Reaction SMILES: [Br:12][c:13]1[cH:14][c:15]2[c:16]([cH:20][c:21]1[Br:22])[O:17][CH2:18][O:19]2.[K+:23].[K+:24].[O-:25][C:26]([O-:27])=[O:28].[O:29]1[CH2:30][CH2:31][O:32][CH2:33][CH2:34]1.[SH:1][c:2]1[n:3][c:4]2[n:5][cH:6][n:7][c:8]([NH2:11])[c:9]2[nH:10]1>>[S:1]([c:2]1[nH:3][c:4]2[n:5][cH:6][n:7][c:8]([NH2:11])[c:9]2[n:10]1)[c:13]1[cH:14][c:15]2[c:16]([cH:20][c:21]1[Br:22])[O:17][CH2:18][O:19]2.